describe an organic reaction: reactants, conditions, products, and yield From a dataset of the Open Reaction Database (ORD), a public repository of structured organic reaction records. Reactants: C1(=CC=CC=C1)CN1CCC(CC1)CCC1=NOC2=C1C=C1C(=C2)CC(N1)=O (5,7-Dihydro-3-[2-[1-(phenylmethyl)-4-piperidinyl]-ethyl]-6H-pyrrolo[5,4-f]-1,2-benzisoxazol-6-one), N1=CC=CC=C1 (pyridine). Solvent: CN(C)C=O (DMF). The product is CC1=NOC2=C1C=C1C(=C2)CC(N1)=O (5,7-Dihydro-3-methyl-6H-pyrrolo[5,4-f]-1,2-benzisoxazol-6-one). The yield is 11.9%. Reaction SMILES: C1(CN2CCC(C[CH2:15][C:16]3[C:20]4[CH:21]=[C:22]5[NH:27][C:26](=[O:28])[CH2:25][C:23]5=[CH:24][C:19]=4[O:18][N:17]=3)CC2)C=CC=CC=1.N1C=CC=CC=1>CN(C=O)C>[CH3:15][C:16]1[C:20]2[CH:21]=[C:22]3[NH:27][C:26](=[O:28])[CH2:25][C:23]3=[CH:24][C:19]=2[O:18][N:17]=1. Reported procedure: The procedure described in Example 33d was followed with the oxime acetate obtained in step c (2.75 g, 10.97 mmol) and pyridine (8.9 mL, 109.7 mmol) in DMF (110 m). After concentration in vacuo, the residue was purified by silica gel flash chromatography (2% MeOH—CH2Cl2) to give the title compound (0.245 g, 12%) as a pastel yellow solid.